From a dataset of the Open Reaction Database (ORD), a public repository of structured organic reaction records. describe an organic reaction: reactants, conditions, products, and yield Reactants: [N+](=O)([O-])C1=CC=C(C=C1)C(C(=O)OCC)C (ethyl (±)-2-(4-nitrophenyl)propionate), CI (methyl iodide), IC (iodomethane), [H-].[Na+] (sodium hydride). Run in CN(C=O)C (N,N-dimethylformamide), CN(C=O)C (N,N-dimethylformamide), CN(C=O)C (N,N-dimethylformamide). Run at time 1 hour. The product is CC(C(=O)OCC)(C)C1=CC=C(C=C1)[N+](=O)[O-] (Ethyl 2-methyl-2-(4-nitrophenyl)propionate). The yield is 86.5%. Reaction SMILES: [H-].[Na+].[N+:3]([C:6]1[CH:11]=[CH:10][C:9]([CH:12]([CH3:18])[C:13]([O:15][CH2:16][CH3:17])=[O:14])=[CH:8][CH:7]=1)([O-:5])=[O:4].[CH3:19]I>CN(C)C=O>[CH3:18][C:12]([C:9]1[CH:8]=[CH:7][C:6]([N+:3]([O-:5])=[O:4])=[CH:11][CH:10]=1)([CH3:19])[C:13]([O:15][CH2:16][CH3:17])=[O:14] |f:0.1|. Procedure: A suspension of 924 mg (23 mmol) of sodium hydride (60% in oil) in 21 mL of dry N,N-dimethylformamide was stirred under nitrogen in an ice bath as a solution of 4.68 g (21 mmol) of ethyl (±)-2-(4-nitrophenyl)propionate in 20.5 mL of dry N,N-dimethylformamide was added gradually over about 10 minutes. An intense violet color developed during the addition. The mixture was then allowed to warm to room temperature. After about 1 hour, the mixture was again cooled in an ice bath as a solution of 1.44... Starting materials: BrC1=C(C=C(C(=C1)CC1=CC=C(C=C1)OCC)Cl)CCC(=O)O (3-(2-bromo-5-chloro-4-(4-ethoxybenzyl)phenyl) propanoic acid), S(C)C (Me2S). Solvent: C1CCOC1 (THF). Conditions: temperature 0 celsius, time 30 minute. The product is BrC1=C(C=C(C(=C1)CC1=CC=C(C=C1)OCC)Cl)CCCO (3-(2-bromo-5-chloro-4-(4-ethoxybenzyl)phenyl)propan-1-ol). Isolated yield 55.4%. RXN SMILES: [Br:1][C:2]1[CH:7]=[C:6]([CH2:8][C:9]2[CH:14]=[CH:13][C:12]([O:15][CH2:16][CH3:17])=[CH:11][CH:10]=2)[C:5]([Cl:18])=[CH:4][C:3]=1[CH2:19][CH2:20][C:21](O)=[O:22].S(C)C>C1COCC1>[Br:1][C:2]1[CH:7]=[C:6]([CH2:8][C:9]2[CH:10]=[CH:11][C:12]([O:15][CH2:16][CH3:17])=[CH:13][CH:14]=2)[C:5]([Cl:18])=[CH:4][C:3]=1[CH2:19][CH2:20][CH2:21][OH:22]. Procedure: To a stirred 0° C. solution of 3-(2-bromo-5-chloro-4-(4-ethoxybenzyl)phenyl) propanoic acid (BK) (0.5 g, 1.26 mmol) in 8 mL of THF was added BH3 in Me2S (2M, 3.15 mL, 6.29 mmol). After stirring for 30 min at 0° C., the mixture was warmed to room temperature and stirred overnight. The reaction solution was slowly quenched with dropwise addition of water until no more gas evolved. The reaction mixture was taken up in 20 mL of ethyl acetate, washed with saturated Na2CO3, water and brine, and then d...